From a dataset of the Open Reaction Database (ORD), a public repository of structured organic reaction records. describe an organic reaction: reactants, conditions, products, and yield Reactants: C(C)(C)C1=C(N)C=CC=C1 (2-isopropylaniline), C1(=CC=CC=C1)C (toluene), C(C)(=O)OC(C)=O (acetic anhydride). Reaction SMILES: C([C:4]1[CH:10]=[CH:9][CH:8]=[CH:7][C:5]=1[NH2:6])(C)C.C(O[C:15](=[O:17])[CH3:16])(=O)C.[C:18]1(C)[CH:23]=CC=C[CH:19]=1>>[CH:18]([CH2:16][C:15]([NH:6][C:5]1[CH:4]=[CH:10][CH:9]=[CH:8][CH:7]=1)=[O:17])([CH3:23])[CH3:19]. Product: C(C)(C)CC(=O)NC1=CC=CC=C1 (2-Isopropylacetanilide). Procedure: A mixture containing 300 ml of toluene and 31 ml of 2-isopropylaniline is cooled in ice, and 22 ml of acetic anhydride are added slowly. After 40 minutes with stirring at RT, the reaction medium is evaporated and the residue is then taken up with petroleum ether. The precipitate formed is drained. 35.9 g of the expected product are obtained after crystallization in petroleum ether, m.p.=81° C. Reaction conditions: time 40 minute. The product is CC(C)(C)OC(=O)N1CCCC(C(O)c2cc(F)cc(Cl)c2)C1. The reactants are B, C1CCOC1, Cc1ccccc1, CO, CCOC(C)=O, CC(C)(C)OC(=O)N1CCCC(C(=O)c2cc(F)cc(Cl)c2)C1. As a reaction SMILES: [BH3:33].[CH2:34]1[O:35][CH2:36][CH2:37][CH2:38]1.[CH3:1][c:2]1[cH:3][cH:4][cH:5][cH:6][cH:7]1.[CH3:31][OH:32].[CH3:39][CH2:40][O:41][C:42]([CH3:43])=[O:44].[Cl:8][c:9]1[cH:10][c:11]([C:12](=[O:13])[CH:14]2[CH2:15][N:16]([C:20](=[O:21])[O:22][C:23]([CH3:24])([CH3:25])[CH3:26])[CH2:17][CH2:18][CH2:19]2)[cH:27][c:28]([F:30])[cH:29]1>>[Cl:8][c:9]1[cH:10][c:11]([CH:12]([OH:13])[CH:14]2[CH2:15][N:16]([C:20](=[O:21])[O:22][C:23]([CH3:24])([CH3:25])[CH3:26])[CH2:17][CH2:18][CH2:19]2)[cH:27][c:28]([F:30])[cH:29]1.